The task is: describe an organic reaction: reactants, conditions, products, and yield. This data is from the Open Reaction Database (ORD), a public repository of structured organic reaction records. Starting materials: CCCCO, CN(C)Cc1nc(CSCCN)cs1, Cl, N#C[N-]C#N, [Na+]. The product is CN(C)Cc1nc(CSCCNC(=N)NC#N)cs1. As a reaction SMILES: [CH2:22]([OH:23])[CH2:24][CH2:25][CH3:26].[CH3:1][N:2]([CH3:3])[CH2:4][c:5]1[s:6][cH:7][c:8]([CH2:10][S:11][CH2:12][CH2:13][NH2:14])[n:9]1.[ClH:21].[N-:15]([C:16]#[N:17])[C:18]#[N:19].[Na+:20]>>[CH3:1][N:2]([CH3:3])[CH2:4][c:5]1[s:6][cH:7][c:8]([CH2:10][S:11][CH2:12][CH2:13][NH:14][C:18]([NH:15][C:16]#[N:17])=[NH:19])[n:9]1.